From a dataset of the Open Reaction Database (ORD), a public repository of structured organic reaction records. describe an organic reaction: reactants, conditions, products, and yield Reactants: FC1=CC=C(C=C1)N1N=NC(=C1CO)C (1-(4-fluorophenyl)-4-methyl-5-hydroxymethyl-1,2,3-triazole), S(=O)(Cl)Cl (thionyl chloride). The solvent is C1=CC=CC=C1 (benzene). Run at time 8 hour. Yields the product FC1=CC=C(C=C1)N1N=NC(=C1CCl)C (1-(4-fluorophenyl)-4-methyl-5-chloromethyl-1,2,3-triazole). Reaction SMILES: [F:1][C:2]1[CH:7]=[CH:6][C:5]([N:8]2[C:12]([CH2:13]O)=[C:11]([CH3:15])[N:10]=[N:9]2)=[CH:4][CH:3]=1.S(Cl)([Cl:18])=O>C1C=CC=CC=1>[F:1][C:2]1[CH:7]=[CH:6][C:5]([N:8]2[C:12]([CH2:13][Cl:18])=[C:11]([CH3:15])[N:10]=[N:9]2)=[CH:4][CH:3]=1. Procedure: A solution of 1-(4-fluorophenyl)-4-methyl-5-hydroxymethyl-1,2,3-triazole (871 mg; 4.20 mmol), prepared as described in example 6, and thionyl chloride (400 ml; 5.46 mmol) in benzene (14 ml) was heated under reflux for 4 hours. The reaction mixture was kept under stirring at room temperature overnight, thionyl chloride and benzene were evaporated and the resultant crude compound was collected several times with benzene. After evaporation of the solvent, the crude compound was purified by chromato... The reactants are O (Water), [H-].[Na+] (sodium hydride), C(C)OP(=O)(OCC)CC(CCCCC(=O)OC)=O (methyl 7-(diethoxyphosphoryl)-6-oxoheptanoate), [Si](C)(C)(C(C)(C)C)OC1=C(C=O)C=CC=C1 (2-{[tert-butyl(dimethyl)silyl]oxy}benzaldehyde). Procedure details: Under argon, 0.26 g (10.87 mmol) of sodium hydride was added to a solution of 3.20 g (10.87 mmol) of methyl 7-(diethoxyphosphoryl)-6-oxoheptanoate from Ex. XIIb in 53 ml of THF. The mixture was stirred at room temperature for 30 min, a solution of 9.06 mmol of 2-{[tert-butyl(dimethyl)silyl]oxy}benzaldehyde from Ex. XIIa in 20 ml of THF was added and the mixture was stirred at room temperature for 18 h. Water was added, the mixture was extracted with ethyl acetate, the combined organic phases wer... Conditions: time 30 minute. The solvent is C1CCOC1 (THF), C1CCOC1 (THF). As a reaction SMILES: [H-].[Na+].C(OP([CH2:11][C:12](=[O:21])[CH2:13][CH2:14][CH2:15][CH2:16][C:17]([O:19][CH3:20])=[O:18])(OCC)=O)C.[Si:22]([O:29][C:30]1[CH:37]=[CH:36][CH:35]=[CH:34][C:31]=1[CH:32]=O)([C:25]([CH3:28])([CH3:27])[CH3:26])([CH3:24])[CH3:23].O>C1COCC1>[Si:22]([O:29][C:30]1[CH:37]=[CH:36][CH:35]=[CH:34][C:31]=1/[CH:32]=[CH:11]/[C:12](=[O:21])[CH2:13][CH2:14][CH2:15][CH2:16][C:17]([O:19][CH3:20])=[O:18])([C:25]([CH3:28])([CH3:27])[CH3:26])([CH3:23])[CH3:24] |f:0.1|. The product is [Si](C)(C)(C(C)(C)C)OC1=C(C=CC=C1)/C=C/C(CCCCC(=O)OC)=O (Methyl(E)-8-(2-{[tert-butyl(dimethyl)silyl]oxy}phenyl)-6-oxo-7-octenoate).